This data is from the Open Reaction Database (ORD), a public repository of structured organic reaction records. The task is: describe an organic reaction: reactants, conditions, products, and yield Reactants: C(C)(C)(C)OC(=O)NC[C@@H]([C@H]([C@@H](C(CO)=O)O)O)O (N-tert.-butoxycarbonyl-6-amino-6-desoxy-L-sorbose), O (H2O), Cl (hydrochloric acid). Solvent: C(CC)O (n-propanol). The product is Cl.NC[C@@H]([C@H]([C@@H](C(CO)=O)O)O)O (6-Amino-6-desoxy-L-sorbose hydrochloride). Reaction SMILES: C(OC([NH:8][CH2:9][C@H:10]([OH:19])[C@@H:11]([OH:18])[C@H:12]([OH:17])[C:13](=[O:16])[CH2:14][OH:15])=O)(C)(C)C.O.[ClH:21]>C(O)CC>[ClH:21].[NH2:8][CH2:9][C@H:10]([OH:19])[C@@H:11]([OH:18])[C@H:12]([OH:17])[C:13](=[O:16])[CH2:14][OH:15] |f:4.5|. Procedure: 20 g of N-tert.-butoxycarbonyl-6-amino-6-desoxy-L-sorbose were introduced in portions into a mixture of 6.4 ml of H2O and 13.2 ml of concentrated hydrochloric acid, whilst stirring and cooling. The batch was subsequently stirred for 2 hours, without cooling, and 120 ml of n-propanol were then added in the course of 2 hours. The resulting suspension of crystals was then stirred at 0° C. for 1 hour and filtered on a suction filter. The crystals were washed with a little n-propanol and dried at roo... Starting materials: ClC1=C2N=CN(C2=NC(=N1)C)[C@H]1[C@H](O)[C@H](O)[C@H](O1)CO (6-chloro-2-methyl-9-(β-D-ribofuranosyl)-9H-purine), N[C@H]1[C@@H](CCC1)O (trans-2-aminocyclopentanol), N[C@H]1[C@@H](CCC1)O (trans-2-aminocyclopentanol). Solvent: C(C)(C)O (isopropanol). Reaction conditions: time 22 hour. The product is O[C@H]1[C@@H](CCC1)NC=1C=2N=CN([C@H]3[C@H](O)[C@H](O)[C@@H](CO)O3)C2N=C(N1)C (N-(trans-2-Hydroxycyclopentyl)-2-methyladenosine). Yield: 92.2%. As a reaction SMILES: Cl[C:2]1[N:10]=[C:9]([CH3:11])[N:8]=[C:7]2[C:3]=1[N:4]=[CH:5][N:6]2[C@@H:12]1[O:18][C@H:17]([CH2:19][OH:20])[C@@H:15]([OH:16])[C@H:13]1[OH:14].[NH2:21][C@@H:22]1[CH2:26][CH2:25][CH2:24][C@H:23]1[OH:27]>C(O)(C)C>[OH:27][C@@H:23]1[CH2:24][CH2:25][CH2:26][C@H:22]1[NH:21][C:2]1[C:3]2[N:4]=[CH:5][N:6]([C:7]=2[N:8]=[C:9]([CH3:11])[N:10]=1)[C@@H:12]1[O:18][C@H:17]([CH2:19][OH:20])[C@@H:15]([OH:16])[C@H:13]1[OH:14]. Procedure: A mixture of 6-chloro-2-methyl-9-(β-D-ribofuranosyl)-9H-purine (902 mg), trans-2-aminocyclopentanol (404 mg), DEA (517 mg) and isopropanol (35 ml) was heated under reflux with stirring for 22 h under nitrogen. Additional trans-2-aminocyclopentanol (202 mg) and DEA (259 mg) were added and heating under reflux was maintained for a further 5 h. The cooled mixture was concentrated in vacuo and the residual foam (1.9 g) was purified by column chromatography on silica (Merck 9385, deactivated with tri...